Task: describe an organic reaction: reactants, conditions, products, and yield. Dataset: the Open Reaction Database (ORD), a public repository of structured organic reaction records The reactants are N(=O)[O-].[Na+] (sodium nitrite), F[B-](F)(F)F.[Na+] (sodium tetrafluoroborate), Cl (hydrochloric acid), NC=1C(=NC=C(C(=O)OC)C1)OC (methyl 5-amino-6-methoxynicotinoate). Solvent: O (water), O (water), O (water). Run at temperature 0 celsius. The product is OC=1C(=NC=C(C(=O)OC)C1)OC (methyl 5-hydroxy-6-methoxynicotinoate). Isolated yield 86.2%. RXN SMILES: Cl.N[C:3]1[C:4]([O:13][CH3:14])=[N:5][CH:6]=[C:7]([CH:12]=1)[C:8]([O:10][CH3:11])=[O:9].N([O-])=[O:16].[Na+].F[B-](F)(F)F.[Na+]>O>[OH:16][C:3]1[C:4]([O:13][CH3:14])=[N:5][CH:6]=[C:7]([CH:12]=1)[C:8]([O:10][CH3:11])=[O:9] |f:2.3,4.5|. Procedure: Concentrated hydrochloric acid (9.06 mL of strength 36%) is added to a stirred suspension of methyl 5-amino-6-methoxynicotinoate (3.3 g) in water (20 mL). The mixture is cooled to 0° C. and treated dropwise with a solution of sodium nitrite (1.37 g) in water (5 mL). After 30 minutes at 0° C. a solution of sodium tetrafluoroborate (2.84 g) in water (10 mL) is added. After a further 30 minutes the precipitated diazonium salt is collected, washed with a little ice-cold water then with diethyl ether... Starting materials: CCO, NN, O, O=C1c2ccccc2C(=O)N1CCCCn1cnc(-c2ccccc2)c1-c1ccccc1. Yields the product NCCCCn1cnc(-c2ccccc2)c1-c1ccccc1. RXN SMILES: [CH3:36][CH2:37][OH:38].[NH2:34][NH2:35].[OH2:33].[c:1]1(-[c:7]2[n:8][cH:9][n:10]([CH2:18][CH2:19][CH2:20][CH2:21][N:22]3[C:23](=[O:24])[c:25]4[c:26]([cH:27][cH:28][cH:29][cH:30]4)[C:31]3=[O:32])[c:11]2-[c:12]2[cH:13][cH:14][cH:15][cH:16][cH:17]2)[cH:2][cH:3][cH:4][cH:5][cH:6]1>>[c:1]1(-[c:7]2[n:8][cH:9][n:10]([CH2:18][CH2:19][CH2:20][CH2:21][NH2:22])[c:11]2-[c:12]2[cH:13][cH:14][cH:15][cH:16][cH:17]2)[cH:2][cH:3][cH:4][cH:5][cH:6]1. Reported procedure: (R)-2-[Benzyl-(5,6-diethyl-indan-2-yl)-amino]-1-(4-benzyloxy-3-nitro-phenyl)-ethanol (3.00 g) is dissolved in THF (50 mL) and toluene (50 mL). A catalytic amount of PtO2 is added and the solution is stirred under an atmosphere of H2. The reaction is shown to be complete by TLC after 6 hours. The catalyst is filtered off and the solvent is removed in vacuo. The product is not purified further. TLC (silica, n-hexane/ethyl acetate 1:1 Rf=0.75). The solvent is C1CCOC1 (THF), C1(=CC=CC=C1)C (toluene). Reactants: C(C1=CC=CC=C1)N(C[C@H](O)C1=CC(=C(C=C1)OCC1=CC=CC=C1)[N+](=O)[O-])C1CC2=CC(=C(C=C2C1)CC)CC ((R)-2-[Benzyl-(5,6-diethyl-indan-2-yl)-amino]-1-(4-benzyloxy-3-nitro-phenyl)-ethanol). Product: NC=1C=C(C=CC1OCC1=CC=CC=C1)[C@H](CN(C1CC2=CC(=C(C=C2C1)CC)CC)CC1=CC=CC=C1)O ((R)-1-(3-Amino-4-benzyloxy-phenyl)-2-[benzyl-(5,6-diethyl-indan-2-yl)-amino]-ethanol). RXN SMILES: [CH2:1]([N:8]([CH:29]1[CH2:37][C:36]2[C:31](=[CH:32][C:33]([CH2:40][CH3:41])=[C:34]([CH2:38][CH3:39])[CH:35]=2)[CH2:30]1)[CH2:9][C@@H:10]([C:12]1[CH:17]=[CH:16][C:15]([O:18][CH2:19][C:20]2[CH:25]=[CH:24][CH:23]=[CH:22][CH:21]=2)=[C:14]([N+:26]([O-])=O)[CH:13]=1)[OH:11])[C:2]1[CH:7]=[CH:6][CH:5]=[CH:4][CH:3]=1>C1COCC1.C1(C)C=CC=CC=1.O=[Pt]=O>[NH2:26][C:14]1[CH:13]=[C:12]([C@@H:10]([OH:11])[CH2:9][N:8]([CH2:1][C:2]2[CH:3]=[CH:4][CH:5]=[CH:6][CH:7]=2)[CH:29]2[CH2:30][C:31]3[C:36](=[CH:35][C:34]([CH2:38][CH3:39])=[C:33]([CH2:40][CH3:41])[CH:32]=3)[CH2:37]2)[CH:17]=[CH:16][C:15]=1[O:18][CH2:19][C:20]1[CH:21]=[CH:22][CH:23]=[CH:24][CH:25]=1. Reaction conditions: time 6 hour. The reagents and catalysts are O=[Pt]=O (PtO2).